Dataset: the Open Reaction Database (ORD), a public repository of structured organic reaction records. Task: describe an organic reaction: reactants, conditions, products, and yield The product is O=C(O)c1cn(-c2cccc(Br)c2)nc1C(F)(F)F. Reaction SMILES: [Br:1][c:2]1[cH:3][c:4](-[n:8]2[n:9][c:10]([C:18]([F:19])([F:20])[F:21])[c:11]([C:13](=[O:14])[O:15][CH2:16][CH3:17])[cH:12]2)[cH:5][cH:6][cH:7]1.[C:76]([O-:77])(=[O:78])[CH3:79].[C:81]([O-:82])(=[O:83])[CH3:84].[CH2:72]([OH:73])[CH2:74][CH3:75].[Cl:22][c:23]1[cH:24][cH:25][cH:26][cH:27][c:28]1[B:29]([OH:30])[OH:31].[Na+:51].[Na+:52].[Na+:58].[O-:53][C:54](=[O:55])[O-:56].[OH-:57].[OH2:85].[OH:59][C:60]([CH2:61][C:62]([C:63](=[O:64])[OH:65])([CH2:66][C:67](=[O:68])[OH:69])[OH:70])=[O:71].[Pd+2:80].[c:32]1([P:33]([c:34]2[cH:35][cH:36][cH:37][cH:38][cH:39]2)[c:40]2[cH:41][cH:42][cH:43][cH:44][cH:45]2)[cH:46][cH:47][cH:48][cH:49][cH:50]1>>[Br:1][c:2]1[cH:3][c:4](-[n:8]2[n:9][c:10]([C:18]([F:19])([F:20])[F:21])[c:11]([C:13](=[O:14])[OH:15])[cH:12]2)[cH:5][cH:6][cH:7]1. Reactants: CCOC(=O)c1cn(-c2cccc(Br)c2)nc1C(F)(F)F, CC(=O)[O-], CC(=O)[O-], CCCO, OB(O)c1ccccc1Cl, [Na+], [Na+], [Na+], O=C([O-])[O-], [OH-], O, O=C(O)CC(O)(CC(=O)O)C(=O)O, [Pd+2], c1ccc(P(c2ccccc2)c2ccccc2)cc1. Starting materials: C(C)(=O)NC1=C(C(=O)N)C=CC(=C1)C1=NC=CC=C1C(F)(F)F (2-acetylamino-4-(3-trifluoromethyl-pyridin-2-yl)-benzamide). The solvent is [OH-].[Na+] (NaOH). Conditions: time 30 minute. Yields the product CC1=NC2=CC(=CC=C2C(=N1)O)C1=NC=CC=C1C(F)(F)F (2-methyl-7-(3-trifluoromethyl-pyridin-2-yl)-quinazolin-4-ol). RXN SMILES: [C:1]([NH:4][C:5]1[CH:13]=[C:12]([C:14]2[C:19]([C:20]([F:23])([F:22])[F:21])=[CH:18][CH:17]=[CH:16][N:15]=2)[CH:11]=[CH:10][C:6]=1[C:7]([NH2:9])=[O:8])(=O)[CH3:2]>[OH-].[Na+]>[CH3:2][C:1]1[N:9]=[C:7]([OH:8])[C:6]2[C:5](=[CH:13][C:12]([C:14]3[C:19]([C:20]([F:23])([F:22])[F:21])=[CH:18][CH:17]=[CH:16][N:15]=3)=[CH:11][CH:10]=2)[N:4]=1 |f:1.2|. Procedure: Suspend 2-acetylamino-4-(3-trifluoromethyl-pyridin-2-yl)-benzamide in 20 ml of 20% NaOH, stir for 30 minutes at room temperature. Filter, acidify to pH=6, extract with EtOAc, and concentrate under vacuum to give 2-methyl-7-(3-trifluoromethyl-pyridin-2-yl)-quinazolin-4-ol. Reactants: C1(=CC=CC=C1)C1CCNCC1 (4-phenylpiperidine), ClCCCC1=NOC2=C1C=CC(=C2)F (3-(3-chloropropyl)-6-fluoro-1,2-benzisoxazole), C([O-])(O)=O.[Na+] (sodium bicarbonate), [I-].[K+] (potassium iodide). The solvent is CN(C=O)C (dimethylformamide). Run at temperature 100 celsius, time 3 hour. Product: Cl.FC1=CC2=C(C(=NO2)CCCN2CCC(CC2)C2=CC=CC=C2)C=C1 (1-[3-(6-Fluoro-1,2-benzisoxazol-3-yl)propyl]-4-phenylpiperidine hydrochloride). Isolated yield 53.8%. Reaction SMILES: [C:1]1([CH:7]2[CH2:12][CH2:11][NH:10][CH2:9][CH2:8]2)[CH:6]=[CH:5][CH:4]=[CH:3][CH:2]=1.[Cl:13][CH2:14][CH2:15][CH2:16][C:17]1[C:21]2[CH:22]=[CH:23][C:24]([F:26])=[CH:25][C:20]=2[O:19][N:18]=1.C(=O)(O)[O-].[Na+].[I-].[K+]>CN(C)C=O>[ClH:13].[F:26][C:24]1[CH:23]=[CH:22][C:21]2[C:17]([CH2:16][CH2:15][CH2:14][N:10]3[CH2:9][CH2:8][CH:7]([C:1]4[CH:6]=[CH:5][CH:4]=[CH:3][CH:2]=4)[CH2:12][CH2:11]3)=[N:18][O:19][C:20]=2[CH:25]=1 |f:2.3,4.5,7.8|. Reported procedure: To 30 ml of dry dimethylformamide was added 2.4 g of 4-phenylpiperidine, 3.4 g of 3-(3-chloropropyl)-6-fluoro-1,2-benzisoxazole, 8.0 g of sodium bicarbonate, and a few crystals of potassium iodide. After stirring at 100° C. for three hrs, the mixture was filtered and the filtrate was evaporated to an oil. The oil was stirred with 100 of ml water for five mins and then extracted into ether. The ether extract was washed with water (2x), saturated sodium chloride solution and dried over anhydrous m... Reactants: ClC1=CC=CC=2N1N=C(N2)NC(C2=CN=CC=C2)=O (N-(5-chloro[1,2,4]triazolo[1,5-a]pyridin-2-yl)nicotinamide), C1(CCCCCC1)N (cycloheptylamine), CCOCC.Cl (Et2O HCl). The solvent is CO (MeOH). Product: Cl.Cl.C1(CCCCCC1)NC1=CC=CC=2N1N=C(N2)NC(C2=CN=CC=C2)=O (N-[5-(cycloheptylamino)[1,2,4]triazolo[1,5-a]pyridin-2-yl]nicotinamide dihydrochloride). Yield: 42.0%. Reaction SMILES: [Cl:1][C:2]1[N:7]2[N:8]=[C:9]([NH:11][C:12](=[O:19])[C:13]3[CH:18]=[CH:17][CH:16]=[N:15][CH:14]=3)[N:10]=[C:6]2[CH:5]=[CH:4][CH:3]=1.[CH:20]1([NH2:27])[CH2:26][CH2:25][CH2:24][CH2:23][CH2:22][CH2:21]1.CCOCC.[ClH:33]>CO>[ClH:1].[ClH:33].[CH:20]1([NH:27][C:2]2[N:7]3[N:8]=[C:9]([NH:11][C:12](=[O:19])[C:13]4[CH:18]=[CH:17][CH:16]=[N:15][CH:14]=4)[N:10]=[C:6]3[CH:5]=[CH:4][CH:3]=2)[CH2:26][CH2:25][CH2:24][CH2:23][CH2:22][CH2:21]1 |f:2.3,5.6.7|. Reported procedure: The title compound was prepared following procedure described for example 30 but starting from N-(5-chloro[1,2,4]triazolo[1,5-a]pyridin-2-yl)nicotinamide ((B4), 296 mg; 1.08 mmol; 1.0 eq.) and cycloheptylamine (1.0 mL). The parent compound was dissolved in MeOH and Et2O/HCl was added. The precipitate obtained was filtered, washed with Et2O and dried under reduced pressure at 40° C. to give the title compound as a white powder (178 mg, 42%). HPLC, Rt: 2.98 min. (purity 99.7%). LC/MS, M+(ESI): 351... Reactants: COC(=O)C(C)(C)C(=O)Cc1ccc(OC)cc1, Cc1ccccc1, CC(=O)O, CCO, [Cl-], [Cl-], [Cl-], [Cl-], [H][H], NCc1ccccc1, O=[Pt], [Ti+4]. The product is COC(=O)C(C)(C)C(Cc1ccc(OC)cc1)NCc1ccccc1. RXN SMILES: [CH3:1][C:2]([C:3](=[O:4])[O:5][CH3:6])([C:7](=[O:8])[CH2:9][c:10]1[cH:11][cH:12][c:13]([O:16][CH3:17])[cH:14][cH:15]1)[CH3:18].[CH3:27][c:28]1[cH:29][cH:30][cH:31][cH:32][cH:33]1.[CH3:36][C:37](=[O:38])[OH:39].[CH3:42][CH2:43][OH:44].[Cl-:45].[Cl-:46].[Cl-:47].[Cl-:48].[H:34][H:35].[NH2:19][CH2:20][c:21]1[cH:22][cH:23][cH:24][cH:25][cH:26]1.[Pt:40]=[O:41].[Ti+4:49]>>[CH3:1][C:2]([C:3](=[O:4])[O:5][CH3:6])([CH:7]([CH2:9][c:10]1[cH:11][cH:12][c:13]([O:16][CH3:17])[cH:14][cH:15]1)[NH:19][CH2:20][c:21]1[cH:22][cH:23][cH:24][cH:25][cH:26]1)[CH3:18]. Reactants: O=C(Nc1ncnc2c1ncn2C1OC(CO)C(O)C1O)c1ccccc1, ClC(c1ccccc1)(c1ccccc1)c1ccccc1, ClC(Cl)Cl, c1ccncc1. The product is O=C(Nc1ncnc2c1ncn2C1OC(C(O)C(c2ccccc2)(c2ccccc2)c2ccccc2)C(O)C1O)c1ccccc1. RXN SMILES: [C:1]([c:2]1[cH:3][cH:4][cH:5][cH:6][cH:7]1)(=[O:8])[NH:9][c:10]1[c:11]2[n:12][cH:13][n:14]([CH:15]3[CH:16]([OH:17])[CH:18]([OH:19])[CH:20]([CH2:21][OH:22])[O:23]3)[c:24]2[n:25][cH:26][n:27]1.[C:28]([c:29]1[cH:30][cH:31][cH:32][cH:33][cH:34]1)([c:35]1[cH:36][cH:37][cH:38][cH:39][cH:40]1)([c:41]1[cH:42][cH:43][cH:44][cH:45][cH:46]1)[Cl:47].[CH:48]([Cl:49])([Cl:50])[Cl:51].[cH:52]1[cH:53][cH:54][n:55][cH:56][cH:57]1>>[C:1]([c:2]1[cH:3][cH:4][cH:5][cH:6][cH:7]1)(=[O:8])[NH:9][c:10]1[c:11]2[n:12][cH:13][n:14]([CH:15]3[CH:16]([OH:17])[CH:18]([OH:19])[CH:20]([CH:21]([OH:22])[C:28]([c:29]4[cH:30][cH:31][cH:32][cH:33][cH:34]4)([c:35]4[cH:36][cH:37][cH:38][cH:39][cH:40]4)[c:41]4[cH:42][cH:43][cH:44][cH:45][cH:46]4)[O:23]3)[c:24]2[n:25][cH:26][n:27]1. Starting materials: C1(CCCC1)C1(CC(CC(O1)=O)=O)CCC1=CC(=C(C=C1)C=1OC=CN1)CC (6-cyclopentyl-6-{2-[3-ethyl-4-(1,3-oxazol-2-yl)phenyl]ethyl}dihydro-2H-pyran-2,4(3H)-dione), CC1=NC=2N(C(=C1)C)N=C(N2)C=O (5,7-dimethyl-[1,2,4]triazolo[1,5-a]pyrimidine-2-carbaldehyde), C1(CCCC1)C1(CC(CC(O1)=O)=O)CCC1=C(C=C(C(=C1)CC)O)OCCC (6-cyclopentyl-6-[2-(5-ethyl-4-hydroxy-2-propoxy-phenyl)-ethyl]-dihydro-pyran-2,4-dione), COC(O)C1=NN2C(N=CC=C2)=N1 (methoxy-[1,2,4]triazolo[1,5-a]pyrimidin-2-yl-methanol). Yields the product C1(CCCC1)C1(CC(=C(C(O1)=O)CC1=NN2C(N=CC=C2)=N1)O)CCC1=CC(=C(C=C1)C=1OC=CN1)CC (6-Cyclopentyl-6-{2-[3-ethyl-4-(1,3-oxazol-2-yl)phenyl]ethyl}-4-hydroxy-3-([1,2,4]triazolo[1,5-a]pyrimidin-2-ylmethyl)-5,6-dihydro-2H-pyran-2-one). As a reaction SMILES: [CH:1]1([C:6]2([CH2:14][CH2:15][C:16]3[CH:21]=[CH:20][C:19]([C:22]4[O:23][CH:24]=[CH:25][N:26]=4)=[C:18]([CH2:27][CH3:28])[CH:17]=3)[O:11][C:10](=[O:12])[CH2:9][C:8](=[O:13])[CH2:7]2)[CH2:5][CH2:4][CH2:3][CH2:2]1.C1(C2(CCC3C=C(CC)C(O)=CC=3OCCC)OC(=O)CC(=O)C2)CCCC1.CO[CH:59]([C:61]1[N:69]=[C:64]2[N:65]=[CH:66][CH:67]=[CH:68][N:63]2[N:62]=1)O.CC1C=C(C)N2N=C(C=O)N=C2N=1>>[CH:1]1([C:6]2([CH2:14][CH2:15][C:16]3[CH:21]=[CH:20][C:19]([C:22]4[O:23][CH:24]=[CH:25][N:26]=4)=[C:18]([CH2:27][CH3:28])[CH:17]=3)[O:11][C:10](=[O:12])[C:9]([CH2:59][C:61]3[N:69]=[C:64]4[N:65]=[CH:66][CH:67]=[CH:68][N:63]4[N:62]=3)=[C:8]([OH:13])[CH2:7]2)[CH2:5][CH2:4][CH2:3][CH2:2]1. Procedure details: The title compound was prepared analogously to Example A(1) where 6-cyclopentyl-6-{2-[3-ethyl-4-(1,3-oxazol-2-yl)phenyl]ethyl}dihydro-2H-pyran-2,4(3H)-dione (Example A(135)) was substituted in place of 6-cyclopentyl-6-[2-(5-ethyl-4-hydroxy-2-propoxy-phenyl)-ethyl]-dihydro-pyran-2,4-dione in that example and methoxy-[1,2,4]triazolo[1,5-a]pyrimidin-2-yl-methanol was substituted in place of 5,7-dimethyl-[1,2,4]triazolo[1,5-a]pyrimidine-2-carbaldehyde. Yield (57 mg, 11%). 1H NMR (300 MHz, CDCl3): δ ... The reactants are C(C1=CC=CC=C1)OC1=CC(=C2C(=NC=NC2=C1)NC1=C(C=CC(=C1)OC)Cl)OC1CCCCC1 (7-benzyloxy-4-(2-chloro-5-methoxyanilino)-5-cyclohexyloxyquinazoline), FC(C(=O)O)(F)F (trifluoroacetic acid). Product: ClC1=C(NC2=NC=NC3=CC(=CC(=C23)OC2CCCCC2)O)C=C(C=C1)OC (4-(2-chloro-5-methoxyanilino)-5-cyclohexyloxy-7-hydroxyquinazoline). Reaction SMILES: C([O:8][C:9]1[CH:18]=[C:17]2[C:12]([C:13]([NH:19][C:20]3[CH:25]=[C:24]([O:26][CH3:27])[CH:23]=[CH:22][C:21]=3[Cl:28])=[N:14][CH:15]=[N:16]2)=[C:11]([O:29][CH:30]2[CH2:35][CH2:34][CH2:33][CH2:32][CH2:31]2)[CH:10]=1)C1C=CC=CC=1.FC(F)(F)C(O)=O>>[Cl:28][C:21]1[CH:22]=[CH:23][C:24]([O:26][CH3:27])=[CH:25][C:20]=1[NH:19][C:13]1[C:12]2[C:17](=[CH:18][C:9]([OH:8])=[CH:10][C:11]=2[O:29][CH:30]2[CH2:31][CH2:32][CH2:33][CH2:34][CH2:35]2)[N:16]=[CH:15][N:14]=1. Reported procedure: Using an analogous procedure to that described in Example 20, 7-benzyloxy-4-(2-chloro-5-methoxyanilino)-5-cyclohexyloxyquinazoline was reacted with trifluoroacetic acid to give 4-(2-chloro-5-methoxyanilino)-5-cyclohexyloxy-7-hydroxyquinazoline; NMR Spectrum: (DMSOd6 and CF3CO2D) 1.2-1.35 (m, 1H), 1.4-1.55 (m, 2H), 1.55-1.65 (m, 1H), 1.7-1.85 (m, 4H), 2.15 (m, 2H), 3.82 (s, 3H), 4.85 (m, 1H), 6.8 (s, 1H), 7.0 (s, 1H), 7.05 (m, 1H), 7.55 (d, 1H), 7.6 (d, 1H), 8.82 (s, 1H); Mass Spectrum: M+H+ 400 ... Starting materials: Fc1ccccc1Br, CC(C)c1nccn1C. Reagents/catalysts: CC(C)(C)c1ccc(-c2ccc(C(C)(C)C)cc2)cc1 (4,4'-di-tert-butylbiphenyl), CC(C)(C)C(=O)[O-].[K+] (KOPiv), Cl[Pd]CC=C.C=CC[Pd]Cl ([Pd(allyl)Cl]2), CN(C)c1ccc(P(C2CCCCC2)C2CCCCC2)cc1 (A-caPhos). The solvent is CC(=O)N(C)C (DMA), CC(=O)N(C)C (DMA), CC(=O)N(C)C (DMA). Conditions: temperature 120 celsius, time 24 hour. Product: CC(C)c1ncc(-c2ccccc2F)n1C. Yield: 45.2%. The reactants are CCCCOCCOc1ccc(-c2ccc3c(c2)C=C(C(=O)Nc2ccc(SCc4nccn4CCC)nc2)CCN3CCC)cc1, ClCCl, O=C(OO)c1cccc(Cl)c1, [Na+], [Na+], O=S([O-])([O-])=S. The product is CCCCOCCOc1ccc(-c2ccc3c(c2)C=C(C(=O)Nc2ccc(S(=O)Cc4nccn4CCC)nc2)CCN3CCC)cc1. Reaction SMILES: [CH2:1]([CH2:2][CH2:3][CH3:4])[O:5][CH2:6][CH2:7][O:8][c:9]1[cH:10][cH:11][c:12](-[c:15]2[cH:16][cH:17][c:18]3[c:19]([cH:47]2)[CH:20]=[C:21]([C:28](=[O:29])[NH:30][c:31]2[cH:32][n:33][c:34]([S:37][CH2:38][c:39]4[n:40]([CH2:44][CH2:45][CH3:46])[cH:41][cH:42][n:43]4)[cH:35][cH:36]2)[CH2:22][CH2:23][N:24]3[CH2:25][CH2:26][CH3:27])[cH:13][cH:14]1.[CH2:66]([Cl:67])[Cl:68].[Cl:48][c:49]1[cH:50][cH:51][cH:52][c:53]([C:54]([O:55][OH:57])=[O:56])[cH:58]1.[Na+:64].[Na+:65].[S:59]([O-:60])([O-:61])(=[O:62])=[S:63]>>[CH2:1]([CH2:2][CH2:3][CH3:4])[O:5][CH2:6][CH2:7][O:8][c:9]1[cH:10][cH:11][c:12](-[c:15]2[cH:16][cH:17][c:18]3[c:19]([cH:47]2)[CH:20]=[C:21]([C:28](=[O:29])[NH:30][c:31]2[cH:32][n:33][c:34]([S:37]([CH2:38][c:39]4[n:40]([CH2:44][CH2:45][CH3:46])[cH:41][cH:42][n:43]4)=[O:56])[cH:35][cH:36]2)[CH2:22][CH2:23][N:24]3[CH2:25][CH2:26][CH3:27])[cH:13][cH:14]1.